Task: describe an organic reaction: reactants, conditions, products, and yield. Dataset: the Open Reaction Database (ORD), a public repository of structured organic reaction records Reactants: Cl (HCl), COC([C@H]1N(CC(C1)OC1=CC=NC2=CC(=CC=C12)Cl)C(=O)OC(C)(C)C)=O (N-Boc-4-(7-Chloro-quinolin-4-yloxy)-proline methyl ester), (4R)-(7-chloroquinoline-4-oxo) proline methyl ester, [OH-].[Na+] (NaOH). Solvent: CO (MeOH). Reaction conditions: temperature 0 celsius. Product: C(=O)(OC(C)(C)C)N1[C@H](C(=O)O)CC(C1)OC1=CC=NC2=CC(=CC=C12)Cl (N—Boc-4-(7-Chloro-quinolin-4-yloxy)-proline). Reaction SMILES: C[O:2][C:3](=[O:28])[C@@H:4]1[CH2:8][CH:7]([O:9][C:10]2[C:19]3[C:14](=[CH:15][C:16]([Cl:20])=[CH:17][CH:18]=3)[N:13]=[CH:12][CH:11]=2)[CH2:6][N:5]1[C:21]([O:23][C:24]([CH3:27])([CH3:26])[CH3:25])=[O:22].[OH-].[Na+].Cl>CO>[C:21]([N:5]1[CH2:6][CH:7]([O:9][C:10]2[C:19]3[C:14](=[CH:15][C:16]([Cl:20])=[CH:17][CH:18]=3)[N:13]=[CH:12][CH:11]=2)[CH2:8][C@H:4]1[C:3]([OH:28])=[O:2])([O:23][C:24]([CH3:27])([CH3:26])[CH3:25])=[O:22] |f:1.2|. Procedure details: To a solution of the product (10.57 g, 26.0 mmol) of Step 63a of Example 63 {BOC—N—P2[(4R)-(7-chloroquinoline-4-oxo) proline methyl ester} dissolved in MeOH (800 mL) cooled to 0° C. was added an aqueous 1N NaOH solution (44.5 mL, 44.5 mmol). The mixture was warmed to rt after 6 h, stirred overnite, and the pH adjusted to pH 7 using 1.0 N aqueous HCl. The solution was concentrated until only the water layer remained, the pH adjusted to 4 using 6N aqueous HCl and the mixture was partitioned repeat...